Dataset: the Open Reaction Database (ORD), a public repository of structured organic reaction records. Task: describe an organic reaction: reactants, conditions, products, and yield Reactants: C(C1=CC=CC=C1)Cl (Benzyl chloride), C([O-])([O-])=O.[Na+].[Na+] (sodium carbonate), CN(C)C=O (DMF), Cl.CC1(CCNCC1)C(=O)N (4-methylpiperidine-4-carboxamide hydrochloride). The solvent is CCOC(=O)C (EtOAc), O (water). Run at time 16 hour. The product is C(C1=CC=CC=C1)N1CCC(CC1)(C(=O)N)C (1-benzyl-4-methylpiperidine-4-carboxamide). Yield: 97.8%. Reaction SMILES: [CH2:1](Cl)[C:2]1[CH:7]=[CH:6][CH:5]=[CH:4][CH:3]=1.C(=O)([O-])[O-].[Na+].[Na+].CN(C=O)C.Cl.[CH3:21][C:22]1([C:28]([NH2:30])=[O:29])[CH2:27][CH2:26][NH:25][CH2:24][CH2:23]1>CCOC(C)=O.O>[CH2:1]([N:25]1[CH2:26][CH2:27][C:22]([CH3:21])([C:28]([NH2:30])=[O:29])[CH2:23][CH2:24]1)[C:2]1[CH:7]=[CH:6][CH:5]=[CH:4][CH:3]=1 |f:1.2.3,5.6|. Procedure details: Benzyl chloride (1.90 g) and sodium carbonate (1.59 g) were added to a DMF (70 ml) suspension of 4-methylpiperidine-4-carboxamide hydrochloride (2.24 g), and stirring was performed at room temperature for 16 hours. After adding water to the reaction liquid, extraction was performed with EtOAc. The organic layer was concentrated under reduced pressure and the residue was purified by silica gel column chromatography (MeOH/chloroform) to obtain 1-benzyl-4-methylpiperidine-4-carboxamide (2.85 g).